Dataset: the Open Reaction Database (ORD), a public repository of structured organic reaction records. Task: describe an organic reaction: reactants, conditions, products, and yield Reactants: C=O (paraformaldehyde), OCCCNCCCO (di-(3-hydroxypropyl) amine), C1(=CC=CC=C1)C (toluene), amine, C=O (Paraformaldehyde). Reaction conditions: temperature 90 celsius, time 4 hour. Yields the product OC(CN1COCCC1)C (3-(β-hydroxypropyl)tetrahydro-1,3-oxazine). As a reaction SMILES: [OH:1][CH2:2][CH2:3][CH2:4][NH:5][CH2:6]CCO.C=[O:11].[C:12]1([CH3:18])[CH:17]=CC=CC=1>>[OH:11][CH:12]([CH3:18])[CH2:17][N:5]1[CH2:4][CH2:3][CH2:2][O:1][CH2:6]1. Procedure details: To a glass reaction vessel equipped with stirrer, thermometer, and condenser fitted with a water trap is added di-(3-hydroxypropyl) amine (3.0 mole, 399 g.) and toluene (500 g.). Paraformaldehyde (3.15 mole, 90% pure, 105 g.) is weighed out and about 1/3 is added to the amine solution. The resulting mixture is stirred and heated to 90° C. while slowly adding the remaining paraformaldehyde in about 70 minutes. The reaction is heated to reflux and the water separated. After 4 hours, a total of 63 ... As a reaction SMILES: [C:1]([OH:12])(=[O:11])[C:2]1[CH:10]=[CH:9][C:5]([C:6]([OH:8])=[O:7])=[CH:4][CH:3]=1.[Ge](=O)=O.[OH-].[CH2:17]([N+](CC)(CC)CC)[CH3:18]>C(O)CO>[C:1]1(=[O:12])[O:11][CH2:18][CH2:17][O:8][C:6](=[O:7])[C:5]2[CH:9]=[CH:10][C:2]1=[CH:3][CH:4]=2 |f:2.3|. The solvent is C(CO)O (ethylene glycol). Procedure: A mixture of 1734 parts by weight of terephthalic acid and 713 parts by weight of ethylene glycol was stirred for 4 hours under 2 atmospheres. Thereafter, 0.3 part by weight of germanium dioxide, 0.3 part by weight of tetraethylammonium hydroxide and 0.4 part by weight of methyl acid phosphate were added, and the reaction was carried out at 260° C. for 2 hours under 1 atmosphere. The reaction product was withdrawn, cooled, pulverized and dried to obtain 1500 parts by weight of an ethylene tereph... Yields the product C1(C2=CC=C(C(=O)OCCO1)C=C2)=O (ethylene terephthalate). Reaction conditions: time 4 hour. Starting materials: [Ge](=O)=O (germanium dioxide), [OH-].C(C)[N+](CC)(CC)CC (tetraethylammonium hydroxide), C(C1=CC=C(C(=O)O)C=C1)(=O)O (terephthalic acid). The reactants are O[C@@H]([C@@H](OC1=CC=C(C=C1)B(O)O)C)CCC=1C=NC=CC1 ((1S,2R)-4-(2-Hydroxy-1-methyl-4-pyridin-3-ylbutoxy)benzeneboronic acid), BrC1=CC=C(C=C1)S(=O)(=O)N (4-bromophenylsulfonic acid amide), C([O-])([O-])=O.[Na+].[Na+] (sodium carbonate). The reagents and catalysts are C=1C=CC(=CC1)[P](C=2C=CC=CC2)(C=3C=CC=CC3)[Pd]([P](C=4C=CC=CC4)(C=5C=CC=CC5)C=6C=CC=CC6)([P](C=7C=CC=CC7)(C=8C=CC=CC8)C=9C=CC=CC9)[P](C=1C=CC=CC1)(C=1C=CC=CC1)C=1C=CC=CC1 (tetrakis(triphenylphosphine)palladium). The solvent is C(C)O (ethanol). Reaction conditions: temperature 90 celsius. Yields the product O[C@@H]([C@@H](OC1=CC=C(C=C1)C1=CC=C(C=C1)S(=O)(=O)N)C)CCC=1C=NC=CC1 ((1S,2R)-4′-(2-Hydroxy-1-methyl-4-pyridin-3-yl-butoxy)biphenyl-4-sulfonic acid amide). Isolated yield 9.7%. Reaction SMILES: [OH:1][C@H:2]([CH2:15][CH2:16][C:17]1[CH:18]=[N:19][CH:20]=[CH:21][CH:22]=1)[C@H:3]([CH3:14])[O:4][C:5]1[CH:10]=[CH:9][C:8](B(O)O)=[CH:7][CH:6]=1.Br[C:24]1[CH:29]=[CH:28][C:27]([S:30]([NH2:33])(=[O:32])=[O:31])=[CH:26][CH:25]=1.C(=O)([O-])[O-].[Na+].[Na+]>C1C=CC([P]([Pd]([P](C2C=CC=CC=2)(C2C=CC=CC=2)C2C=CC=CC=2)([P](C2C=CC=CC=2)(C2C=CC=CC=2)C2C=CC=CC=2)[P](C2C=CC=CC=2)(C2C=CC=CC=2)C2C=CC=CC=2)(C2C=CC=CC=2)C2C=CC=CC=2)=CC=1.C(O)C>[OH:1][C@H:2]([CH2:15][CH2:16][C:17]1[CH:18]=[N:19][CH:20]=[CH:21][CH:22]=1)[C@H:3]([CH3:14])[O:4][C:5]1[CH:10]=[CH:9][C:8]([C:24]2[CH:29]=[CH:28][C:27]([S:30]([NH2:33])(=[O:32])=[O:31])=[CH:26][CH:25]=2)=[CH:7][CH:6]=1 |f:2.3.4,^1:43,45,64,83|. Procedure: Prepared according to the method described in Example 12b) from (1S,2R)-4-(2-hydroxy-1-methyl-4-pyridin-3-ylbutoxy)benzeneboronic acid (0.30 g, Example 33), 4-bromophenylsulfonic acid amide (0.26 g), ethanol (6 ml), 2M aqueous sodium carbonate (1.0 ml) and tetrakis(triphenylphosphine)palladium (0) (0.03 g) with heating at 90° C. for 6 hours. After work-up, the residue was purified by column chromatography on silica gel eluting with 5:95 methanol:ethyl acetate to give the title compound as a soli... Starting materials: C=C(C(=O)OCC)C(=O)C(C)C, CC(=O)OC(C)=O. Product: CCOC=C(C(=O)OCC)C(=O)C(C)C. As a reaction SMILES: [C:1]([CH:2]([CH3:3])[CH3:4])(=[O:5])[C:6]([C:7](=[O:8])[O:9][CH2:10][CH3:11])=[CH2:12].[CH3:13][C:14](=[O:15])[O:16][C:17](=[O:18])[CH3:19]>>[C:1]([CH:2]([CH3:3])[CH3:4])(=[O:5])[C:6]([C:7](=[O:8])[O:9][CH2:10][CH3:11])=[CH:12][O:15][CH2:14][CH3:13]. Starting materials: N1C=NC=2N=CNC2C1=O (hypoxanthine), C(C)O (ethanol). The reagents and catalysts are [OH-].[OH-].[Pd+2] (Palladium hydroxide on carbon). Solvent: N (ammonia). Run at time 3 hour. Product: O[C@H]1CN(C[C@@H]1CO)N1C=2N=CNC(C2N=C1)=O ((3R,4R)-3-Hydroxy-4-hydroxymethyl-1-(hypoxanthin-9-yl)pyrrolidine). The yield is 88.0%. As a reaction SMILES: [NH:1]1[C:9](=[O:10])[C:8]2[NH:7][CH:6]=[N:5][C:4]=2[N:3]=[CH:2]1.[CH2:11]([OH:13])[CH3:12]>N.[OH-].[OH-].[Pd+2]>[OH:13][C@@H:11]1[C@@H:8]([CH2:9][OH:10])[CH2:4][N:3]([N:5]2[CH:6]=[N:7][C:8]3[C:9](=[O:10])[NH:1][CH:2]=[N:3][C:4]2=3)[CH2:12]1 |f:3.4.5|. Procedure: tert-Butyl nitrite (3.5 mL, 30 mmol, 4 eq.) was added to a solution of the free base of 3 (2.25 g, 7.5 mmol) in dry THF (30 mL) and the reaction mixture was stirred at ambient temperature for 3 days. The solution was concentrated to dryness. Chromatography gave the N-nitroso compound 42 as a colorless syrup (2.05 g, 83%). A solution of 42 (1.0 g, 3.1 mmol) in dry THF (20 mL) was cooled to 0° C. under argon atmosphere and lithium aluminum hydride (1 g, 26.3 mmol) was added slowly. The mixture was...